This data is from the Open Reaction Database (ORD), a public repository of structured organic reaction records. The task is: describe an organic reaction: reactants, conditions, products, and yield Starting materials: ClC=1C=C2C=CNC2=CC1 (5-chloroindole), [H-].[Na+] (NaH), ice, BrC(C(=O)N)C (2-bromopropanamide), O (water). The solvent is CN(C)C=O (DMF). Conditions: time 20 minute. Product: ClC=1C=C2C=CN(C2=CC1)C(C(=O)N)C (2-(5-chloro-1H-indol-1-yl)propanamide). RXN SMILES: [H-].[Na+].[Cl:3][C:4]1[CH:5]=[C:6]2[C:10](=[CH:11][CH:12]=1)[NH:9][CH:8]=[CH:7]2.Br[CH:14]([CH3:18])[C:15]([NH2:17])=[O:16].O>CN(C=O)C>[Cl:3][C:4]1[CH:5]=[C:6]2[C:10](=[CH:11][CH:12]=1)[N:9]([CH:14]([CH3:18])[C:15]([NH2:17])=[O:16])[CH:8]=[CH:7]2 |f:0.1|. Procedure: A dispersion of 60% NaH (6.85 g, 0.17 mol) was added to an ice-cooled solution of 5-chloroindole (20 g, 0.13 mol) in 250 ml of dry DMF. The stirring was continued for 20 minutes at room temperature, and the mixture was cooled again with an ice bath. After portionwise addition of solid 2-bromopropanamide (24.1 g, 0.15 mol), the reaction mixture was stirred for 1 h 30 at room temperature, then poured into cold water and extracted 3 times with AcOEt. The combined organic phases were dried over Na2S...